describe an organic reaction: reactants, conditions, products, and yield From a dataset of the Open Reaction Database (ORD), a public repository of structured organic reaction records. The reactants are C(C=C)(=O)OCC.C(C(=C)C)(=O)OC (ethyl acrylate methyl methacrylate). The solvent is O (water). Yields the product C(C=C)(=O)OCC (ethyl acrylate), C(C(=C)C)(=O)OC (methyl methacrylate). Reaction SMILES: [C:1]([O:5][CH2:6][CH3:7])(=[O:4])[CH:2]=[CH2:3].[C:8]([O:13][CH3:14])(=[O:12])[C:9]([CH3:11])=[CH2:10]>O>[C:1]([O:5][CH2:6][CH3:7])(=[O:4])[CH:2]=[CH2:3].[C:8]([O:13][CH3:14])(=[O:12])[C:9]([CH3:11])=[CH2:10] |f:0.1|. Procedure: An ethyl acrylate/methyl methacrylate copolymer is an emulsion of a copolymer resin obtained by polymerizing ethyl acrylate and methyl methacrylate in water using polyoxyethylene nonylphenyl ether as an emulsifier and comprises a small amount of dimethylpolysiloxane. The amount of a solid content is about 30% by mass. Specifically, the ethyl acrylate/methyl methacrylate copolymer meets the standard of “ethyl acrylate/methyl methacrylate copolymer dispersion” in Japanese Pharmaceutical Excipients... Starting materials: CN1CCN(c2ccc([N+](=O)[O-])cc2)CC1, CN(C)C=O, O, O, Cl[Sn]Cl. Yields the product CN1CCN(c2ccc(N)cc2)CC1. As a reaction SMILES: [CH3:1][N:2]1[CH2:3][CH2:4][N:5]([c:8]2[cH:9][cH:10][c:11]([N+:14]([O-:15])=[O:16])[cH:12][cH:13]2)[CH2:6][CH2:7]1.[CH3:22][N:23]([CH3:24])[CH:25]=[O:26].[OH2:17].[OH2:18].[Sn:19]([Cl:20])[Cl:21]>>[CH3:1][N:2]1[CH2:3][CH2:4][N:5]([c:8]2[cH:9][cH:10][c:11]([NH2:14])[cH:12][cH:13]2)[CH2:6][CH2:7]1.